Dataset: the Open Reaction Database (ORD), a public repository of structured organic reaction records. Task: describe an organic reaction: reactants, conditions, products, and yield Starting materials: COC(=O)C(CC1CCCC1)c1ccc(-c2ccc3[nH]ccc3c2)cc1, [Li+], C1CCOC1, [OH-]. Yields the product O=C(O)C(CC1CCCC1)c1ccc(-c2ccc3[nH]ccc3c2)cc1. Reaction SMILES: [CH3:1][O:2][C:3]([CH:4]([CH2:5][CH:6]1[CH2:7][CH2:8][CH2:9][CH2:10]1)[c:11]1[cH:12][cH:13][c:14](-[c:17]2[cH:18][c:19]3[cH:20][cH:21][nH:22][c:23]3[cH:24][cH:25]2)[cH:15][cH:16]1)=[O:26].[Li+:27].[O:29]1[CH2:30][CH2:31][CH2:32][CH2:33]1.[OH-:28]>>[O:2]=[C:3]([CH:4]([CH2:5][CH:6]1[CH2:7][CH2:8][CH2:9][CH2:10]1)[c:11]1[cH:12][cH:13][c:14](-[c:17]2[cH:18][c:19]3[cH:20][cH:21][nH:22][c:23]3[cH:24][cH:25]2)[cH:15][cH:16]1)[OH:26]. The reactants are COC(=O)C1=C(NC(=C(C1C1=CC(=CC=C1)C#C)C(=O)OC)C)C(OC)OC (3,5-Dimethoxycarbonyl-1,4-dihydro-6-methyl-2-dimethoxymethyl-4-(3 -ethynylphenyl)pyridine), Cl (hydrochloric acid). Solvent: CC(=O)C (acetone), CC(=O)C (acetone). Conditions: time 4 hour. The product is COC(=O)C1=C(NC(=C(C1C1=CC(=CC=C1)C#C)C(=O)OC)C)C=O (3,5-Dimethoxycarbonyl-2-formyl-1,4-dihydro-6-methyl-4-(3-ethynylphenyl)pyridine), crystals. Yield: 64.9%. RXN SMILES: [CH3:1][O:2][C:3]([C:5]1[CH:10]([C:11]2[CH:16]=[CH:15][CH:14]=[C:13]([C:17]#[CH:18])[CH:12]=2)[C:9]([C:19]([O:21][CH3:22])=[O:20])=[C:8]([CH3:23])[NH:7][C:6]=1[CH:24](OC)[O:25]C)=[O:4].Cl>CC(C)=O>[CH3:1][O:2][C:3]([C:5]1[CH:10]([C:11]2[CH:16]=[CH:15][CH:14]=[C:13]([C:17]#[CH:18])[CH:12]=2)[C:9]([C:19]([O:21][CH3:22])=[O:20])=[C:8]([CH3:23])[NH:7][C:6]=1[CH:24]=[O:25])=[O:4]. Procedure: The mixture of 4.3 g (0.011 mol) of 3,5-dimethoxycarbonyl-1,4-dihydro-6-methyl-2-dimethoxymethyl-4-(3 -ethynylphenyl)pyridine obtained in Example 14, 5 ml of 6N hydrochloric acid and 50 ml of acetone was stirred for 4 hours at room temperature. After completing the reaction, acetone was distilled away, water was added to the residue. Then pH of the solution was adjusted to 7.5 with saturated solution of sodium hydrogencarbonate. The solution was extracted with ethyl acetate several times. All or...